Dataset: the Open Reaction Database (ORD), a public repository of structured organic reaction records. Task: describe an organic reaction: reactants, conditions, products, and yield Reactants: B(Br)(Br)Br (BBr3), ClC1=C(C(=CC=C1)OC)C1=CC=2N(C=3C=CC(=CC3C2C2=C1C(NC2=O)=O)OC)CCO (4-(2-Chloro-6-methoxyphenyl)-6-(2-hydroxyethyl)-9-methoxypyrrolo[3,4-c]carbazole-1,3(2H,6H)-dione), ( 111 ). Reaction conditions: time 2 hour. Product: ClC1=C(C(=CC=C1)OC)C1=CC=2N(C=3C=CC(=CC3C2C2=C1C(NC2=O)=O)O)CCO (4-(2-Chloro-6-methoxyphenyl)-9-hydroxy-6-(2-hydroxyethyl)pyrrolo[3,4-c]carbazole-1,3(2H,6H)-dione), VI. Yield: 56.0%. Reaction SMILES: [Cl:1][C:2]1[CH:7]=[CH:6][CH:5]=[C:4]([O:8][CH3:9])[C:3]=1[C:10]1[C:22]2[C:23](=[O:27])[NH:24][C:25](=[O:26])[C:21]=2[C:20]2[C:19]3[CH:18]=[C:17]([O:28]C)[CH:16]=[CH:15][C:14]=3[N:13]([CH2:30][CH2:31][OH:32])[C:12]=2[CH:11]=1.B(Br)(Br)Br>>[Cl:1][C:2]1[CH:7]=[CH:6][CH:5]=[C:4]([O:8][CH3:9])[C:3]=1[C:10]1[C:22]2[C:23](=[O:27])[NH:24][C:25](=[O:26])[C:21]=2[C:20]2[C:19]3[CH:18]=[C:17]([OH:28])[CH:16]=[CH:15][C:14]=3[N:13]([CH2:30][CH2:31][OH:32])[C:12]=2[CH:11]=1. Procedure details: The reaction of 4-(2-Chloro-6-methoxyphenyl)-6-(2-hydroxyethyl)-9-methoxypyrrolo[3,4-c]carbazole-1,3(2H,6H)-dione (V; Ar=2-chloro-6-methoxyphenyl, R10═CH2CH2OH) (111) prepared as described in example 63 with BBr3 using the procedure described in example 80 except that the reaction conditions were 2 h at 0° C. gave 4-(2-Chloro-6-methoxyphenyl)-9-hydroxy-6-(2-hydroxyethyl)pyrrolo[3,4-c]carbazole-1,3(2H,6H)-dione (VI; Ar-2-chloro-6-methoxyphenyl, R10═CH2CH2OH) (112) in a 56% yield as a yellow powde... Reactants: BrCC=1C(=NC2=CC=CC=C2C1C(=O)N[C@@H](CC)C1=CC=CC=C1)C1=CC=CC=C1 (3-(bromomethyl)-2-phenyl-N-[(1S)-1-phenylpropyl]quinoline-4-carboxamide), CS(=O)C (DMSO), CN(C)P(=O)(N(C)C)N(C)C (HMPA), [Li]CCCC (n-BuLi). The solvent is C1CCOC1 (THF), C1CCOC1 (THF), C1CCOC1 (THF). Conditions: temperature -78 celsius, time 10 minute. Yields the product CS(=O)CCC=1C(=NC2=CC=CC=C2C1C(=O)N[C@@H](CC)C1=CC=CC=C1)C1=CC=CC=C1 (3-[2-(methylsulfinyl)ethyl]-2-phenyl-N-[(1S)-1-phenylpropyl]quinoline-4-carboxamide). Isolated yield 84.6%. RXN SMILES: [CH3:1][S:2]([CH3:4])=[O:3].CN(P(N(C)C)(N(C)C)=O)C.[Li]CCCC.Br[CH2:22][C:23]1[C:24]([C:45]2[CH:50]=[CH:49][CH:48]=[CH:47][CH:46]=2)=[N:25][C:26]2[C:31]([C:32]=1[C:33]([NH:35][C@H:36]([C:39]1[CH:44]=[CH:43][CH:42]=[CH:41][CH:40]=1)[CH2:37][CH3:38])=[O:34])=[CH:30][CH:29]=[CH:28][CH:27]=2>C1COCC1>[CH3:1][S:2]([CH2:4][CH2:22][C:23]1[C:24]([C:45]2[CH:46]=[CH:47][CH:48]=[CH:49][CH:50]=2)=[N:25][C:26]2[C:31]([C:32]=1[C:33]([NH:35][C@H:36]([C:39]1[CH:40]=[CH:41][CH:42]=[CH:43][CH:44]=1)[CH2:37][CH3:38])=[O:34])=[CH:30][CH:29]=[CH:28][CH:27]=2)=[O:3]. Procedure details: A solution of DMSO (0.075 mL, 1.05 mmol) and HMPA (0.38 mL, 2.2 mmol) in anhydrous THF (3 mL) was prepared under N2 and cooled to −78° C. To this was added a solution of n-BuLi (0.71 mL, 1.6 M in hexanes, 1.13 mmol), the reaction allowed to stir for 10 min., then 3-(bromomethyl)-2-phenyl-N-[(1S)-1-phenylpropyl]quinoline-4-carboxamide (8) (200 mg, 0.44 mmol) was added as a solution in anhydrous THF (1 mL). The reaction was allowed to stir 10 min., additional anhydrous THF (1 mL) added, and reacti... Starting materials: FC1=CC=C(C=C1)[C@]1(CCN(C(O1)=O)[C@@H](C)C1=CC=C(C=C1)B1OC(C(O1)(C)C)(C)C)CCCO ((R)-6-(4-fluorophenyl)-6-(3-hydroxypropyl)-3-((S)-1-(4-(4,4,5,5-tetramethyl-1,3,2-dioxaborolan-2-yl)phenyl)ethyl)-1,3-oxazinan-2-one), ClC1=NC=CC(=N1)Cl (2,4-dichloropyrimidine), C(=O)([O-])[O-].[Cs+].[Cs+] (Cs2CO3). The reagents and catalysts are Cl[Pd]([P](C1=CC=CC=C1)(C2=CC=CC=C2)C3=CC=CC=C3)([P](C4=CC=CC=C4)(C5=CC=CC=C5)C6=CC=CC=C6)Cl (PdCl2(PPh3)2). Solvent: O1CCOCC1 (1,4-dioxane). Product: ClC1=NC=CC(=N1)C1=CC=C(C=C1)[C@H](C)N1C(O[C@@](CC1)(CCCO)C1=CC=C(C=C1)F)=O ((R)-3-((S)-1-(4-(2-chloropyrimidin-4-yl)phenyl)ethyl)-6-(4-fluorophenyl)-6-(3-hydroxypropyl)-1,3-oxazinan-2-one). The yield is 62.0%. RXN SMILES: [F:1][C:2]1[CH:7]=[CH:6][C:5]([C@:8]2([CH2:32][CH2:33][CH2:34][OH:35])[O:13][C:12](=[O:14])[N:11]([C@H:15]([C:17]3[CH:22]=[CH:21][C:20](B4OC(C)(C)C(C)(C)O4)=[CH:19][CH:18]=3)[CH3:16])[CH2:10][CH2:9]2)=[CH:4][CH:3]=1.[Cl:36][C:37]1[N:42]=[C:41](Cl)[CH:40]=[CH:39][N:38]=1.C([O-])([O-])=O.[Cs+].[Cs+]>O1CCOCC1.Cl[Pd](Cl)([P](C1C=CC=CC=1)(C1C=CC=CC=1)C1C=CC=CC=1)[P](C1C=CC=CC=1)(C1C=CC=CC=1)C1C=CC=CC=1>[Cl:36][C:37]1[N:42]=[C:41]([C:20]2[CH:19]=[CH:18][C:17]([C@@H:15]([N:11]3[CH2:10][CH2:9][C@@:8]([C:5]4[CH:6]=[CH:7][C:2]([F:1])=[CH:3][CH:4]=4)([CH2:32][CH2:33][CH2:34][OH:35])[O:13][C:12]3=[O:14])[CH3:16])=[CH:22][CH:21]=2)[CH:40]=[CH:39][N:38]=1 |f:2.3.4,^1:58,77|. Procedure: A mixture of (R)-6-(4-fluorophenyl)-6-(3-hydroxypropyl)-3-((S)-1-(4-(4,4,5,5-tetramethyl-1,3,2-dioxaborolan-2-yl)phenyl)ethyl)-1,3-oxazinan-2-one (500 mg, 1.03 mmol), 2,4-dichloropyrimidine (183.7 mg, 1.24 mmol), PdCl2(PPh3)2 (41.2 mg, 5.9%) and aqueous solution of Cs2CO3 (2 mol/L, 2 mL) in 1,4-dioxane (5 mL) was heated to reflux overnight. The reaction was quenched with water. The organic layer was separated, dried, and concentrated to give the residue, which was purified by column chromatograp...